This data is from the Open Reaction Database (ORD), a public repository of structured organic reaction records. The task is: describe an organic reaction: reactants, conditions, products, and yield Reactants: ice, S(O)(O)(=O)=O (sulfuric acid), ClS(=O)(=O)C=1C(=CC(=C(C(=O)O)C1)OC)OC (5-chlorosulfonyl-2,4-dimethoxybenzoic acid). The reagents and catalysts are [Zn] (zinc). Solvent: C(C)(=O)OCC (ethyl acetate). The product is COC1=C(C(=O)O)C=C(C(=C1)OC)S (2,4-dimethoxy-5-mercaptobenzoic acid). The yield is 51.0%. Reaction SMILES: S(=O)(=O)(O)O.Cl[S:7]([C:10]1[C:11]([O:21][CH3:22])=[CH:12][C:13]([O:19][CH3:20])=[C:14]([CH:18]=1)[C:15]([OH:17])=[O:16])(=O)=O>C(OCC)(=O)C.[Zn]>[CH3:20][O:19][C:13]1[CH:12]=[C:11]([O:21][CH3:22])[C:10]([SH:7])=[CH:18][C:14]=1[C:15]([OH:17])=[O:16]. Procedure: To 20 g of crushed ice were added 3.7 ml of concentrated sulfuric acid and 1.90 g of 5-chlorosulfonyl-2,4-dimethoxybenzoic acid. Under ice-cooling, 2.40 g of zinc powder was added, and the mixture was then heated under reflux. After completion of the reaction, the reaction solution was diluted with ethyl acetate and insoluble matter was removed by celite filtration. The thus obtained filtrate was extracted with ethyl acetate, washed with water and saturated brine and then dried over anhydrous so... The reactants are ClC1=CC=C(C=C1)C=1N=C2SC3=C(N2C1N=O)C=CC=C3 (2-(p-chlorophenyl)-3-nitrosoimidazo[2,1-b]benzothiazole). The reagents and catalysts are [Zn] (zinc). Run in C(C)(=O)O (acetic acid). Conditions: time 8 hour. The product is NC1=C(N=C2SC3=C(N21)C=CC=C3)C3=CC=C(C=C3)Cl (3-amino-2-(p-chlorophenyl)imidazo[2,1-b]benzothiazole). Yield: 26.7%. As a reaction SMILES: [Cl:1][C:2]1[CH:7]=[CH:6][C:5]([C:8]2[N:9]=[C:10]3[N:14]([C:15]=2[N:16]=O)[C:13]2[CH:18]=[CH:19][CH:20]=[CH:21][C:12]=2[S:11]3)=[CH:4][CH:3]=1>C(O)(=O)C.[Zn]>[NH2:16][C:15]1[N:14]2[C:10]([S:11][C:12]3[CH:21]=[CH:20][CH:19]=[CH:18][C:13]=32)=[N:9][C:8]=1[C:5]1[CH:6]=[CH:7][C:2]([Cl:1])=[CH:3][CH:4]=1. Procedure details: While suspending 9 g of 2-(p-chlorophenyl)-3-nitrosoimidazo[2,1-b]benzothiazole in 200 ml of acetic acid, 6 g of zinc powder was gradually added to the suspension at temperatures below 15° C. Insoluble materials were filtered away and 3 drops of concentrated sulfuric acid were added to the filtrate to form precipitates. After filtering away the precipitates, 20 ml of concentrated sulfuric acid was added to the mother liquor and the mixture was allowed to stand overnight. The crystals which forme... Reactants: OOS(=O)[O-].[K+] (OXONE), C(C)OC1=CC=C(CN(CC2=CSC=C2)C2=CC=C(C=C2)SC)C=C1 ((4-Ethoxy-benzyl)-(4-methylsulfanyl-phenyl)-thiophen-3-ylmethyl-amine), CO (methanol), O (water). Conditions: time 2 hour. The product is C(C)OC1=CC=C(CN(CC2=CSC=C2)C2=CC=C(C=C2)S(=O)(=O)C)C=C1 ((4-Ethoxy-benzyl)-(4-methanesulfonyl-phenyl)-thiophen-3-ylmethyl-amine). Isolated yield 92.0%. As a reaction SMILES: [CH2:1]([O:3][C:4]1[CH:25]=[CH:24][C:7]([CH2:8][N:9]([C:16]2[CH:21]=[CH:20][C:19]([S:22][CH3:23])=[CH:18][CH:17]=2)[CH2:10][C:11]2[CH:15]=[CH:14][S:13][CH:12]=2)=[CH:6][CH:5]=1)[CH3:2].OOS([O-])=O.[K+].[OH2:32].C[OH:34]>>[CH2:1]([O:3][C:4]1[CH:25]=[CH:24][C:7]([CH2:8][N:9]([C:16]2[CH:17]=[CH:18][C:19]([S:22]([CH3:23])(=[O:34])=[O:32])=[CH:20][CH:21]=2)[CH2:10][C:11]2[CH:15]=[CH:14][S:13][CH:12]=2)=[CH:6][CH:5]=1)[CH3:2] |f:1.2|. Procedure details: To 241 mg (0.652 mmol) of (4-Ethoxy-benzyl)-(4-methylsulfanyl-phenyl)-thiophen-3-ylmethyl-amine dissolved in 6 mL methanol was added 800 mg (1.3 mmol) OXONE™ followed by 600 μL water. The mixture was stirred at room temperature for 2 h, then partitioned between EtOAc and water, adding 1 N NaOH until the aqueous phase was neutral. The organic layer was then dried over MgSO4 and concentrated. (4-Ethoxy-benzyl)-(4-methanesulfonyl-phenyl)-thiophen-3-ylmethyl-amine was obtained in 92% yield (240 mg) ... Reactants: C(C1=CC=CC=C1)(C1=CC=CC=C1)N1CCN(CC1)CCO (4-benzhydryl-1-piperazineethanol), C=C1CC(=O)O1 (diketene). Conditions: time 1.5 hour. Product: C(CC(=O)C)(=O)OCCN1CCN(CC1)C(C1=CC=CC=C1)C1=CC=CC=C1 (2-(4-benzhydryl-1-piperazinyl)-ethyl acetoacetate). As a reaction SMILES: [CH:1]([N:14]1[CH2:19][CH2:18][N:17]([CH2:20][CH2:21][OH:22])[CH2:16][CH2:15]1)([C:8]1[CH:13]=[CH:12][CH:11]=[CH:10][CH:9]=1)[C:2]1[CH:7]=[CH:6][CH:5]=[CH:4][CH:3]=1.[CH2:23]=[C:24]1[O:28][C:26](=[O:27])[CH2:25]1>>[C:26]([O:22][CH2:21][CH2:20][N:17]1[CH2:16][CH2:15][N:14]([CH:1]([C:2]2[CH:7]=[CH:6][CH:5]=[CH:4][CH:3]=2)[C:8]2[CH:13]=[CH:12][CH:11]=[CH:10][CH:9]=2)[CH2:19][CH2:18]1)(=[O:27])[CH2:25][C:24]([CH3:23])=[O:28]. Procedure details: To 4-benzhydryl-1-piperazineethanol (18.1 g) was added diketene (5.1 g) and the mixture was heated under stirring at 70°-80° C. for 1.5 hours. The product obtained was purified by silica gel chromatography [eluent: hexaneethyl acetate (3:2)] to give 2-(4-benzhydryl-1-piperazinyl)-ethyl acetoacetate as an oil. Yield 17.1 g (73.6%). IR(Neat): 1730, 1715 cm-1. NMR(CDCl3)δ: 2.22(3H, s), 2.43(10H, broad) 3.39(2H, s), 4.18(1H, s), 4.20(2H, t, J=6), 6.64-7.73(10H, m). Reactants: CCOC(=O)C(C)C(=O)O, CCN=C=NCCCN(C)C, CCN(C(C)C)C(C)C, Cl, NCc1cc(F)cc(F)c1, C1CCOC1. The product is CCOC(=O)C(C)C(=O)NCc1cc(F)cc(F)c1. RXN SMILES: [CH2:1]([CH3:2])[O:3][C:4]([CH:5]([C:6](=[O:7])[OH:8])[CH3:9])=[O:10].[CH3:27][N:28]([CH3:29])[CH2:30][CH2:31][CH2:32][N:33]=[C:34]=[N:35][CH2:36][CH3:37].[CH:38]([N:39]([CH2:40][CH3:41])[CH:42]([CH3:43])[CH3:44])([CH3:45])[CH3:46].[ClH:26].[F:16][c:17]1[cH:18][c:19]([CH2:20][NH2:21])[cH:22][c:23]([F:25])[cH:24]1.[O:11]1[CH2:12][CH2:13][CH2:14][CH2:15]1>>[CH2:1]([CH3:2])[O:3][C:4]([CH:5]([C:6](=[O:8])[NH:21][CH2:20][c:19]1[cH:18][c:17]([F:16])[cH:24][c:23]([F:25])[cH:22]1)[CH3:9])=[O:10]. Reactants: BrB(Br)Br, ClCCl, COc1ccc(CCNc2ncnc3c(F)ccc(F)c23)cc1C. The product is Cc1cc(CCNc2ncnc3c(F)ccc(F)c23)ccc1O. Reaction SMILES: [B:25]([Br:26])([Br:27])[Br:28].[Cl:29][CH2:30][Cl:31].[F:1][c:2]1[c:3]2[c:4]([NH:13][CH2:14][CH2:15][c:16]3[cH:17][c:18]([CH3:24])[c:19]([O:22][CH3:23])[cH:20][cH:21]3)[n:5][cH:6][n:7][c:8]2[c:9]([F:12])[cH:10][cH:11]1>>[F:1][c:2]1[c:3]2[c:4]([NH:13][CH2:14][CH2:15][c:16]3[cH:17][c:18]([CH3:24])[c:19]([OH:22])[cH:20][cH:21]3)[n:5][cH:6][n:7][c:8]2[c:9]([F:12])[cH:10][cH:11]1. Reactants: Cl.N[C@H]1CC[C@H](CC1)NC(=O)C1=C(NC2=C1N=CN=C2C2=C(C=CC(=C2)C(C)C)OCC2CC2)C (N-(cis-4-aminocyclohexyl)-4-[2-(cyclopropylmethoxy)-5-(propan-2-yl)phenyl]-6-methyl-5H-pyrrolo[3,2-d]pyrimidine-7-carboxamide hydrochloride), C(C)(=O)Cl (acetyl chloride). Product: C(C)(=O)N[C@H]1CC[C@H](CC1)NC(=O)C1=C(NC2=C1N=CN=C2C2=C(C=CC(=C2)C(C)C)OCC2CC2)C (N-[cis-4-(Acetylamino)cyclohexyl]-4-[2-(cyclopropylmethoxy)-5-(propan-2-yl)phenyl]-6-methyl-5H-pyrrolo[3,2-d]pyrimidine-7-carboxamide). RXN SMILES: Cl.[NH2:2][C@@H:3]1[CH2:8][CH2:7][C@H:6]([NH:9][C:10]([C:12]2[C:16]3[N:17]=[CH:18][N:19]=[C:20]([C:21]4[CH:26]=[C:25]([CH:27]([CH3:29])[CH3:28])[CH:24]=[CH:23][C:22]=4[O:30][CH2:31][CH:32]4[CH2:34][CH2:33]4)[C:15]=3[NH:14][C:13]=2[CH3:35])=[O:11])[CH2:5][CH2:4]1.[C:36](Cl)(=[O:38])[CH3:37]>>[C:36]([NH:2][C@@H:3]1[CH2:8][CH2:7][C@H:6]([NH:9][C:10]([C:12]2[C:16]3[N:17]=[CH:18][N:19]=[C:20]([C:21]4[CH:26]=[C:25]([CH:27]([CH3:29])[CH3:28])[CH:24]=[CH:23][C:22]=4[O:30][CH2:31][CH:32]4[CH2:33][CH2:34]4)[C:15]=3[NH:14][C:13]=2[CH3:35])=[O:11])[CH2:5][CH2:4]1)(=[O:38])[CH3:37] |f:0.1|. Procedure: Starting from N-(cis-4-aminocyclohexyl)-4-[2-(cyclopropylmethoxy)-5-(propan-2-yl)phenyl]-6-methyl-5H-pyrrolo[3,2-d]pyrimidine-7-carboxamide hydrochloride (example D.f54) and commercially available acetyl chloride the title compound is obtained as colorless solid. The reactants are ClC(Cl)(Cl)OC(OC(Cl)(Cl)Cl)=O (bis(trichloromethyl)carbonate), N1=CC=CC=C1 (pyridine), C(C1=CC=CC=C1)(=O)OCCN(C)C(=O)N1C(=NC2=C1C=C(C=C2)OC)S(=O)CC2=NC=C(C(=C2C)OC)C (2-[[[6-methoxy-2-[[(4-methoxy-3,5-dimethyl-2-pyridyl]methyl]sulfinyl]-1H-benzimidazol-1-yl]carbonyl](methyl)amino]ethyl benzoate), Cl.C(C1=CC=CC=C1)(=O)OCCNC (2-(methylamino)ethyl benzoate hydrochloride). Run in O1CCCC1 (tetrahydrofuran), O1CCCC1 (tetrahydrofuran), O1CCCC1 (tetrahydrofuran), C(C)N(CC)CC (triethylamine). Run at temperature 0 celsius, time 30 minute. Product: C(C1=CC=CC=C1)(=O)OCCN(C)C(=O)N1C(=NC2=C1C=CC(=C2)OC)S(=O)CC2=NC=C(C(=C2C)OC)C (2-[[[5-Methoxy-2-[[(4-methoxy-3,5-dimethyl-2-pyridyl]methyl]sulfinyl]-1H-benzimidazol-1-yl]carbonyl](methyl)amino]ethyl benzoate). As a reaction SMILES: Cl[C:2]([O:5]C(=O)OC(Cl)(Cl)Cl)(Cl)Cl.N1C=CC=CC=1.Cl.C(OCCNC)(=O)C1C=CC=CC=1.[C:33]([O:41][CH2:42][CH2:43][N:44]([C:46]([N:48]1[C:52]2[CH:53]=[C:54](OC)[CH:55]=[CH:56][C:51]=2[N:50]=[C:49]1[S:59]([CH2:61][C:62]1[C:67]([CH3:68])=[C:66]([O:69][CH3:70])[C:65]([CH3:71])=[CH:64][N:63]=1)=[O:60])=[O:47])[CH3:45])(=[O:40])[C:34]1[CH:39]=[CH:38][CH:37]=[CH:36][CH:35]=1>O1CCCC1.C(N(CC)CC)C>[C:33]([O:41][CH2:42][CH2:43][N:44]([C:46]([N:48]1[C:52]2[CH:53]=[CH:54][C:55]([O:5][CH3:2])=[CH:56][C:51]=2[N:50]=[C:49]1[S:59]([CH2:61][C:62]1[C:67]([CH3:68])=[C:66]([O:69][CH3:70])[C:65]([CH3:71])=[CH:64][N:63]=1)=[O:60])=[O:47])[CH3:45])(=[O:40])[C:34]1[CH:39]=[CH:38][CH:37]=[CH:36][CH:35]=1 |f:2.3|. Reported procedure: To a solution of bis(trichloromethyl)carbonate (0.344 g) in tetrahydrofuran (10 mL) was added dropwise a solution of pyridine (0.281 mL) in tetrahydrofuran (5 mL) under ice-cooling, and stirred for 30 minutes at 0° C. To the reaction solution was added 2-(methylamino)ethyl benzoate hydrochloride (0.750 g) obtained in Reference Synthetic Example 5. A solution of triethylamine (0.485 mL) in tetrahydrofuran (5 mL) was added, and stirred at 0° C. for 1 hr, and further at room temperature for 30 minu... Reactants: C([O-])([O-])=O.[Na+].[Na+] (sodium carbonate), O (water), CN1C2=CC=CC=C2SC=2C=CC(=CC12)CC(=O)O ((10-methyl-10H-phenothiazin-2-yl)acetic acid), C1(=CC=CC=C1)C (toluene), O (water). Solvent: C(C)O (ethanol), S(O)(O)(=O)=O (sulfuric acid). Product: CN1C2=CC=CC=C2SC=2C=CC(=CC12)CC(=O)OCC (Ethyl (10-methyl-10H-phenothiazin-2-yl)acetate). Reaction SMILES: [CH3:1][N:2]1[C:15]2[CH:14]=[C:13]([CH2:16][C:17]([OH:19])=[O:18])[CH:12]=[CH:11][C:10]=2[S:9][C:8]2[C:3]1=[CH:4][CH:5]=[CH:6][CH:7]=2.O.C(=O)([O-])[O-].[Na+].[Na+].[C:27]1(C)C=CC=C[CH:28]=1>C(O)C.S(=O)(=O)(O)O>[CH3:1][N:2]1[C:15]2[CH:14]=[C:13]([CH2:16][C:17]([O:19][CH2:27][CH3:28])=[O:18])[CH:12]=[CH:11][C:10]=2[S:9][C:8]2[C:3]1=[CH:4][CH:5]=[CH:6][CH:7]=2 |f:2.3.4|. Reported procedure: 18.0 g of (10-methyl-10H-phenothiazin-2-yl)acetic acid are dissolved in a mixture of 400 ml of toluene and 200 ml of ethanol, and 5 ml of concentrated sulfuric acid are added. In a water separator filled with molecular sieve, the reaction mixture is heated at the boil under reflux for twelve hours. The reaction mixture is then cooled in an ice bath, and 200 ml of water are added. The mixture is then neutralized by addition of solid sodium carbonate. The product is then extracted five times with ...